Dataset: the Open Reaction Database (ORD), a public repository of structured organic reaction records. Task: describe an organic reaction: reactants, conditions, products, and yield Reactants: C(C)(=O)N[C@@H]1[C@@H](OCC=C)O[C@@H]([C@H]([C@@H]1OC(C)=O)OC(C)=O)COS(=O)(=O)C1=C(C=CC=C1)C (allyl 2-acetamido-3,4-di-O-acetyl-2-deoxy-6-O-tolylsulfonyl-α-D-mannopyranoside), [Na+].[I-] (NaI). Product: C(C)(=O)N[C@@H]1[C@@H](OCC=C)O[C@@H]([C@H]([C@@H]1OC(C)=O)OC(C)=O)CI (allyl 2-acetamido-3,4-di-O-acetyl-2,6-dideoxy-6-iodo-α-D-mannopyranoside). Yield: 88.0%. RXN SMILES: [C:1]([NH:4][C@H:5]1[C@@H:14]([O:15][C:16](=[O:18])[CH3:17])[C@H:13]([O:19][C:20](=[O:22])[CH3:21])[C@@H:12]([CH2:23]OS(C2C=CC=CC=2C)(=O)=O)[O:11][C@@H:6]1[O:7][CH2:8][CH:9]=[CH2:10])(=[O:3])[CH3:2].[Na+].[I-:36]>>[C:1]([NH:4][C@H:5]1[C@@H:14]([O:15][C:16](=[O:18])[CH3:17])[C@H:13]([O:19][C:20](=[O:22])[CH3:21])[C@@H:12]([CH2:23][I:36])[O:11][C@@H:6]1[O:7][CH2:8][CH:9]=[CH2:10])(=[O:3])[CH3:2] |f:1.2|. Procedure details: A solution of allyl 2-acetamido-3,4-di-O-acetyl-2-deoxy-6-O-tolylsulfonyl-α-D-mannopyranoside, prepared as described above, (3.68 g, 7.37 mmol) and NaI (2.21 g, 14.7 mmol) was gently refluxed for 10 hours, and cooled. The mixture was concentrated, and the residue was chromatographed on silica gel, with toluene-EtOAc (1:2), to give allyl 2-acetamido-3,4-di-O-acetyl-2,6-dideoxy-6-iodo-α-D-mannopyranoside (2.96 g, 88 percent);